Dataset: the Open Reaction Database (ORD), a public repository of structured organic reaction records. Task: describe an organic reaction: reactants, conditions, products, and yield The reactants are NC(CO)CO (2-amino-propane-1,3-diol), COC=1C=C(C(=O)Cl)C=CC1[N+](=O)[O-] (3-methoxy-4-nitrobenzoyl chloride), CCN(C(C)C)C(C)C (DIEA). Solvent: O1CCOCC1 (1,4-dioxane), O1CCOCC1 (1,4-dioxane). Reaction conditions: time 15 minute. Product: OCC(CO)NC(C1=CC(=C(C=C1)[N+](=O)[O-])OC)=O (N-(2-Hydroxy-1-hydroxymethyl-ethyl)-3-methoxy-4-nitrobenzamide), solid. Isolated yield 85.0%. RXN SMILES: [NH2:1][CH:2]([CH2:5][OH:6])[CH2:3][OH:4].CCN(C(C)C)C(C)C.[CH3:16][O:17][C:18]1[CH:19]=[C:20]([CH:24]=[CH:25][C:26]=1[N+:27]([O-:29])=[O:28])[C:21](Cl)=[O:22]>O1CCOCC1>[OH:4][CH2:3][CH:2]([NH:1][C:21](=[O:22])[C:20]1[CH:24]=[CH:25][C:26]([N+:27]([O-:29])=[O:28])=[C:18]([O:17][CH3:16])[CH:19]=1)[CH2:5][OH:6]. Reported procedure: To a mixture of 2-amino-propane-1,3-diol (1 equiv) in 1,4-dioxane (0.062 M) was added DIEA (2 equiv) and a solution of 3-methoxy-4-nitrobenzoyl chloride (1 equiv) in 1,4-dioxane (1.86 M) dropwise at room temperature. The resulting mixture was stirred at room temperature for 15 min. The solution was concentrated and the crude material was triturated in a 5:1 mixture of water:DCM (0.5 M), filtered, and dried to afford the title compound the solid (85% yield) that was used in the next step without ...